This data is from the Open Reaction Database (ORD), a public repository of structured organic reaction records. The task is: describe an organic reaction: reactants, conditions, products, and yield The product is CC(=O)N(C1CC1)C1CC(C)N(C(=O)c2cccnc2)c2ccccc21. As a reaction SMILES: [C:20]([c:21]1[cH:22][n:23][cH:24][cH:25][cH:26]1)(=[O:27])[Cl:28].[CH:1]1([N:4]([C:5]([CH3:6])=[O:7])[CH:8]2[CH2:9][CH:10]([CH3:18])[NH:11][c:12]3[cH:13][cH:14][cH:15][cH:16][c:17]32)[CH2:2][CH2:3]1.[CH:29]([N:30]([CH2:31][CH3:32])[CH:33]([CH3:34])[CH3:35])([CH3:36])[CH3:37].[Cl:38][CH2:39][Cl:40].[ClH:19]>>[CH:1]1([N:4]([C:5]([CH3:6])=[O:7])[CH:8]2[CH2:9][CH:10]([CH3:18])[N:11]([C:20]([c:21]3[cH:22][n:23][cH:24][cH:25][cH:26]3)=[O:27])[c:12]3[cH:13][cH:14][cH:15][cH:16][c:17]32)[CH2:2][CH2:3]1. Starting materials: O=C(Cl)c1cccnc1, CC(=O)N(C1CC1)C1CC(C)Nc2ccccc21, CCN(C(C)C)C(C)C, ClCCl, Cl. The reactants are O1CCN(CC1)C=C(C(=O)O)C (MORPHOLINOMETHACRYLIC ACID), [OH-].[K+] (potassium hydroxide), C(COCCOCCO)O (Triethyleneglycol). Solvent: CO (methanol), CO (methanol). Yields the product O1CCN(CC1)C=C(C(=O)[O-])C.[K+] (POTASSIUM MORPHOLINOMETHACRYLATE). As a reaction SMILES: [O:1]1[CH2:6][CH2:5][N:4]([CH:7]=[C:8]([CH3:12])[C:9]([OH:11])=[O:10])[CH2:3][CH2:2]1.[OH-].[K+:14].C(O)COCCOCCO>CO>[O:1]1[CH2:2][CH2:3][N:4]([CH:7]=[C:8]([CH3:12])[C:9]([O-:11])=[O:10])[CH2:5][CH2:6]1.[K+:14] |f:1.2,5.6|. Procedure: To a small beaker was added 34.2 g (0.20 mole) of crude morpholinomethacrylic acid (Example II compound) and 60 ml methanol. The mixture was stirred until a clear solution resulted. Then, a solution of 12.3 g (0.20 mole) 91% potassium hydroxide in 50 ml methanol was added. The resulting solution was only slightly basic (pH = 8-9). Triethyleneglycol, 40 g, was added and the resulting solution was stripped on a rotary evaporator to remove methanol and water. A slightly viscous solution, that was 5... Reactants: [Br-], Cc1ccc2c(=O)[nH]c(=O)n(C(C)C)c2c1, [H-], [H][H], [Na+], C1CCOC1, O, [Mg+]c1ccccc1. Product: Cc1ccc2c(-c3ccccc3)nc(=O)n(C(C)C)c2c1. RXN SMILES: [Br-:21].[CH:3]([CH3:4])([CH3:5])[n:6]1[c:7](=[O:18])[nH:8][c:9](=[O:17])[c:10]2[cH:11][cH:12][c:13]([CH3:16])[cH:14][c:15]12.[H-:1].[H:19][H:20].[Na+:2].[O:29]1[CH2:30][CH2:31][CH2:32][CH2:33]1.[OH2:34].[c:22]1([Mg+:28])[cH:23][cH:24][cH:25][cH:26][cH:27]1>>[CH:3]([CH3:4])([CH3:5])[n:6]1[c:7](=[O:18])[n:8][c:9](-[c:22]2[cH:23][cH:24][cH:25][cH:26][cH:27]2)[c:10]2[cH:11][cH:12][c:13]([CH3:16])[cH:14][c:15]12. Starting materials: [K+].[Br-] (KBr), BrC1=CC(=C(C#N)C=C1)Cl (4-bromo-2-chlorobenzonitrile), FC1=C(C(=CC=C1)F)B(O)O (2,6-difluorophenylboronic acid), C(=O)(O)[O-].[Na+] (NaHCO3). Reagents/catalysts: C=1C=CC(=CC1)[P](C=2C=CC=CC2)(C=3C=CC=CC3)[Pd]([P](C=4C=CC=CC4)(C=5C=CC=CC5)C=6C=CC=CC6)([P](C=7C=CC=CC7)(C=8C=CC=CC8)C=9C=CC=CC9)[P](C=1C=CC=CC1)(C=1C=CC=CC1)C=1C=CC=CC1 (Pd(PPh3)4). Run in C1(=CC=CC=C1)C (toluene), CCO (EtOH), O (water), O (water). Run at time 5 hour. Yields the product ClC=1C=C(C=CC1C#N)C1=C(C=CC=C1F)F (3-Chloro-2′,6′-difluorobiphenyl-4-carbonitrile). RXN SMILES: Br[C:2]1[CH:9]=[CH:8][C:5]([C:6]#[N:7])=[C:4]([Cl:10])[CH:3]=1.[F:11][C:12]1[CH:17]=[CH:16][CH:15]=[C:14]([F:18])[C:13]=1B(O)O.C([O-])(O)=O.[Na+].[K+].[Br-]>C1(C)C=CC=CC=1.CCO.O.C1C=CC([P]([Pd]([P](C2C=CC=CC=2)(C2C=CC=CC=2)C2C=CC=CC=2)([P](C2C=CC=CC=2)(C2C=CC=CC=2)C2C=CC=CC=2)[P](C2C=CC=CC=2)(C2C=CC=CC=2)C2C=CC=CC=2)(C2C=CC=CC=2)C2C=CC=CC=2)=CC=1>[Cl:10][C:4]1[CH:3]=[C:2]([C:13]2[C:12]([F:11])=[CH:17][CH:16]=[CH:15][C:14]=2[F:18])[CH:9]=[CH:8][C:5]=1[C:6]#[N:7] |f:2.3,4.5,^1:43,45,64,83|. Reported procedure: In an oven-dried flask purged with argon, a solution of 4-bromo-2-chlorobenzonitrile (268 mg, 1.238 mmol), 2,6-difluorophenylboronic acid (293 mg, 1.857 mmol), Pd(PPh3)4 (143 mg, 0.124 mmol) in toluene (10 mL) and EtOH (10 mL), and saturated solution of NaHCO3 in water (1 mL) were refluxed while sterring for 5 h. The reaction mixture was poured into water and extracted 3 times with CH2Cl2. The organic layer was dried over magnesium sulfate, filtered and concentrated under reduced pressure. The c... Reactants: NC1=CC(=C(OC2=CC(=NC=N2)NC(=O)N2CCC(CC2)N2CCCC2)C=C1)F (4-(pyrrolidin-1-yl)piperidin-1-carboxylic acid [6-(4-amino-2-fluorophenoxy)pyrimidin-4-yl]amide), C1(=CC=CC=C1)CC(=O)Cl (2-Phenylacetyl chloride), [S-]C#N.[K+] (potassium thiocyanate), CCCCCC (hexane). Run in C(C)#N (acetonitrile), C(C)OCC (diethyl ether), C(C)#N (acetonitrile). Reaction conditions: time 2 hour. The product is FC1=C(OC2=CC(=NC=N2)NC(=O)N2CCC(CC2)N2CCCC2)C=CC(=C1)NC(=S)NC(CC1=CC=CC=C1)=O (4-(Pyrrolidin-1-yl)piperidine-1-carboxylic acid {6-[2-fluoro-4-(3-phenylacetylthioureido)phenoxy]pirimidin-4-yl}amide). The yield is 11.5%. RXN SMILES: [C:1]1([CH2:7][C:8](Cl)=[O:9])[CH:6]=[CH:5][CH:4]=[CH:3][CH:2]=1.[S-:11][C:12]#[N:13].[K+].[NH2:15][C:16]1[CH:42]=[CH:41][C:19]([O:20][C:21]2[N:26]=[CH:25][N:24]=[C:23]([NH:27][C:28]([N:30]3[CH2:35][CH2:34][CH:33]([N:36]4[CH2:40][CH2:39][CH2:38][CH2:37]4)[CH2:32][CH2:31]3)=[O:29])[CH:22]=2)=[C:18]([F:43])[CH:17]=1.CCCCCC>C(#N)C.C(OCC)C>[F:43][C:18]1[CH:17]=[C:16]([NH:15][C:12]([NH:13][C:8](=[O:9])[CH2:7][C:1]2[CH:6]=[CH:5][CH:4]=[CH:3][CH:2]=2)=[S:11])[CH:42]=[CH:41][C:19]=1[O:20][C:21]1[N:26]=[CH:25][N:24]=[C:23]([NH:27][C:28]([N:30]2[CH2:35][CH2:34][CH:33]([N:36]3[CH2:40][CH2:39][CH2:38][CH2:37]3)[CH2:32][CH2:31]2)=[O:29])[CH:22]=1 |f:1.2|. Procedure: 2-Phenylacetyl chloride (0.053 ml) was dissolved in acetonitrile (4 ml) under a nitrogen atmosphere, and then potassium thiocyanate (77.7 mg) was added thereto at 60° C., followed by stirring at the same temperature for 2 hrs. The reaction mixture was cooled down to room temperature, and partitioned between ethyl acetate and a saturated aqueous solution of sodium hydrogencarbonate. The organic layer was washed with a saturated aqueous solution of sodium hydrogencarbonate, water and brine in this... Starting materials: COC=1C=C(CCC(=O)Cl)C=CC1OC(C)=O (3-methoxy-4-acetoxyhydrocinnamoyl chloride), NC=1C=C(C(=O)O)C=CC1 (3-aminobenzoic acid). Yields the product COC=1C=C(CCC(=O)NC=2C=C(C(=O)O)C=CC2)C=CC1O (3-(3'-methoxy-4'-hydroxyhydrocinnamoyl amino)benzoic acid). RXN SMILES: [CH3:1][O:2][C:3]1[CH:4]=[C:5]([CH:11]=[CH:12][C:13]=1[O:14]C(=O)C)[CH2:6][CH2:7][C:8](Cl)=[O:9].[NH2:18][C:19]1[CH:20]=[C:21]([CH:25]=[CH:26][CH:27]=1)[C:22]([OH:24])=[O:23]>>[CH3:1][O:2][C:3]1[CH:4]=[C:5]([CH:11]=[CH:12][C:13]=1[OH:14])[CH2:6][CH2:7][C:8]([NH:18][C:19]1[CH:20]=[C:21]([CH:25]=[CH:26][CH:27]=1)[C:22]([OH:24])=[O:23])=[O:9]. Procedure details: In a similar manner except that 3-methoxy-4-acetoxyhydrocinnamoyl chloride was used in place of the 4-acetoxycinnamoyl chloride used in Example 1 for reaction with 3-aminobenzoic acid and the reaction product was hydrolyzed, 3-(3'-methoxy-4'-hydroxyhydrocinnamoyl amino)benzoic acid was obtained. After recrystallization from an aqueous alcohol, this product had a melting point of 218'220°C. Starting materials: N1CCNCC1 (piperazine), FC=1C(=CC(=C(C#N)C1)OC)CC=O (5-fluoro-2-methoxy-4-(2-oxoethyl)benzonitrile), C(#N)[BH3-].[Na+] (sodium cyanoborohydride). The solvent is CO (methanol). Run at time 12 hour. The product is N1(CCN(CC1)CCC1=CC(=C(C#N)C=C1F)OC)CCC1=CC(=C(C#N)C=C1F)OC (4,4′-(piperazine-1,4-diyldiethane-2,1-diyl)bis(5-fluoro-2-methoxybenzonitrile)). As a reaction SMILES: [NH:1]1[CH2:6][CH2:5][NH:4][CH2:3][CH2:2]1.[F:7][C:8]1[C:9]([CH2:18][CH:19]=O)=[CH:10][C:11]([O:16][CH3:17])=[C:12]([CH:15]=1)[C:13]#[N:14].[C:21]([BH3-])#[N:22].[Na+]>CO>[N:1]1([CH2:19][CH2:18][C:9]2[C:8]([F:7])=[CH:15][C:12]([C:13]#[N:14])=[C:11]([O:16][CH3:17])[CH:10]=2)[CH2:6][CH2:5][N:4]([CH2:19][CH2:18][C:9]2[C:8]([F:7])=[CH:15][C:12]([C:21]#[N:22])=[C:11]([O:16][CH3:17])[CH:10]=2)[CH2:3][CH2:2]1 |f:2.3|. Procedure details: To a mixture of piperazine (13 mg, 0.15 mmol) and 5-fluoro-2-methoxy-4-(2-oxoethyl)benzonitrile (58 mg, 0.30 mmol) in methanol (3.0 mL) at 0° C. was added sodium cyanoborohydride (24 mg, 0.38 mmol) and the mixture was stirred at room temperature for 12 hours. The reaction mixture was concentrated and purified by mass-directed HPLC to provide 4,4′-(piperazine-1,4-diyldiethane-2,1-diyl)bis(5-fluoro-2-methoxybenzonitrile). LC-MS (IE, m/z): 441.4 [M+1]+. (0.34 μM)